Dataset: the Open Reaction Database (ORD), a public repository of structured organic reaction records. Task: describe an organic reaction: reactants, conditions, products, and yield Starting materials: C1CCOC1, [Ca], Cc1ccc(Cl)cc1, O=C1CCCCC1, O. Yields the product Cc1ccc(C2(O)CCCCC2)cc1. RXN SMILES: [CH2:18]1[O:19][CH2:20][CH2:21][CH2:22]1.[Ca:1].[Cl:2][c:3]1[cH:4][cH:5][c:6]([CH3:9])[cH:7][cH:8]1.[O:10]=[C:11]1[CH2:12][CH2:13][CH2:14][CH2:15][CH2:16]1.[OH2:17]>>[c:3]1([C:11]2([OH:10])[CH2:12][CH2:13][CH2:14][CH2:15][CH2:16]2)[cH:4][cH:5][c:6]([CH3:9])[cH:7][cH:8]1. The reactants are c1ccc2c(c1)CCN2, C1CCOC1, O=C1Cc2cc(S(=O)(=O)Cl)ccc2N1, c1ccncc1. Yields the product O=C1Cc2cc(S(=O)(=O)N3CCc4ccccc43)ccc2N1. RXN SMILES: [CH2:15]1[CH2:16][c:17]2[cH:18][cH:19][cH:20][cH:21][c:22]2[NH:23]1.[CH2:30]1[O:31][CH2:32][CH2:33][CH2:34]1.[Cl:1][S:2](=[O:3])(=[O:4])[c:5]1[cH:6][c:7]2[c:11]([cH:12][cH:13]1)[NH:10][C:9](=[O:14])[CH2:8]2.[cH:24]1[cH:25][cH:26][n:27][cH:28][cH:29]1>>[S:2](=[O:3])(=[O:4])([c:5]1[cH:6][c:7]2[c:11]([cH:12][cH:13]1)[NH:10][C:9](=[O:14])[CH2:8]2)[N:23]1[CH2:15][CH2:16][c:17]2[cH:18][cH:19][cH:20][cH:21][c:22]21.